Dataset: the Open Reaction Database (ORD), a public repository of structured organic reaction records. Task: describe an organic reaction: reactants, conditions, products, and yield Reactants: FC1=CC=C(CCC2=C(C(=O)OC)C=C(C=C2)OC(CC2=CN=CN2C)C=2SC=CN2)C=C1 (methyl 2-(4-fluorophenethyl)-5-[2-(1-methylimidazol-5-yl)-1-(thiazol-2-yl)ethoxy]benzoate), [OH-].[Na+] (sodium hydroxide). Solvent: CO (methanol), O (water). Product: FC1=CC=C(CCC2=C(C(=O)O)C=C(C=C2)OC(CC2=CN=CN2C)C=2SC=CN2)C=C1 (2-(4-fluorophenethyl)-5-[2-(1-methylimidazol-5-yl)-1-(thiazol-2-yl)ethoxy]benzoic acid). Reaction SMILES: [F:1][C:2]1[CH:33]=[CH:32][C:5]([CH2:6][CH2:7][C:8]2[CH:17]=[CH:16][C:15]([O:18][CH:19]([C:27]3[S:28][CH:29]=[CH:30][N:31]=3)[CH2:20][C:21]3[N:25]([CH3:26])[CH:24]=[N:23][CH:22]=3)=[CH:14][C:9]=2[C:10]([O:12]C)=[O:11])=[CH:4][CH:3]=1.[OH-].[Na+]>CO.O>[F:1][C:2]1[CH:33]=[CH:32][C:5]([CH2:6][CH2:7][C:8]2[CH:17]=[CH:16][C:15]([O:18][CH:19]([C:27]3[S:28][CH:29]=[CH:30][N:31]=3)[CH2:20][C:21]3[N:25]([CH3:26])[CH:24]=[N:23][CH:22]=3)=[CH:14][C:9]=2[C:10]([OH:12])=[O:11])=[CH:4][CH:3]=1 |f:1.2|. Procedure details: A mixture of methyl 2-(4-fluorophenethyl)-5-[2-(1-methylimidazol-5-yl)-1-(thiazol-2-yl)ethoxy]benzoate (2.07 g, 4.4 mmol) and sodium hydroxide (0.89 g, 22.23 mmol) in methanol (100 ml) and water (9 ml) was stirred under a nitrogen atmosphere at reflux for 18 hours, cooled to ambient temperature and the methanol evaporated off. The residue was treated with aqueous citric acid (1M, 40 ml) and extracted with dichloromethane. The organic extracts were dried and evaporated to dryness to give 2-(4-flu...